This data is from the Open Reaction Database (ORD), a public repository of structured organic reaction records. The task is: describe an organic reaction: reactants, conditions, products, and yield The reactants are BrC1=CC=C(C#N)C=C1 (4-bromobenzonitrile), ClC1=C(N)C=CC=C1 (2-chloroaniline), C([O-])([O-])=O.[Cs+].[Cs+] (cesium carbonate), S-BINAP. The reagents and catalysts are C(C)(=O)[O-].[Pd+2].C(C)(=O)[O-] (palladium (II) acetate). Run in C1(=CC=CC=C1)C (toluene), C(C)OCC (diethyl ether). Conditions: temperature 100 celsius. The product is ClC1=C(C=CC=C1)NC1=CC=C(C#N)C=C1 (4-[(2-chlorophenyl)amino]benzonitrile). Yield: 36.0%. Reaction SMILES: Br[C:2]1[CH:9]=[CH:8][C:5]([C:6]#[N:7])=[CH:4][CH:3]=1.[Cl:10][C:11]1[CH:17]=[CH:16][CH:15]=[CH:14][C:12]=1[NH2:13].C(=O)([O-])[O-].[Cs+].[Cs+]>C1(C)C=CC=CC=1.C(OCC)C.C([O-])(=O)C.[Pd+2].C([O-])(=O)C>[Cl:10][C:11]1[CH:17]=[CH:16][CH:15]=[CH:14][C:12]=1[NH:13][C:2]1[CH:9]=[CH:8][C:5]([C:6]#[N:7])=[CH:4][CH:3]=1 |f:2.3.4,7.8.9|. Reported procedure: To a solution of 4-bromobenzonitrile (3.0 g, 16.4 mmol) in toluene (40 mL) is added 2-chloroaniline (2.09 mL, 19.7 mmol), cesium carbonate (7.5 g, 23.0 mmol), palladium (II) acetate (110 mg, 0.50 mmol) and S-BINAP (460 mg, 0.74 mmol). The reaction mixture is then heated to 100° C. for 12 hours under an argon atmosphere. Once complete, the reaction is cooled to room temperature, diluted with diethyl ether and filtered. The filtrate is then concentrated and purified by column chromatography (6% et...